From a dataset of the Open Reaction Database (ORD), a public repository of structured organic reaction records. describe an organic reaction: reactants, conditions, products, and yield The reactants are CCOC(CN(C(=O)OCc1ccccc1)c1cccc(F)c1)OCC, CCCCO, Cl, O, NCCc1ccc(O)c(O)c1. Yields the product O=C(OCc1ccccc1)N(CC1NCCc2cc(O)c(O)cc21)c1cccc(F)c1, Cl. RXN SMILES: [CH2:1]([O:2][CH:4]([O:3][CH2:24][CH3:25])[CH2:5][N:6]([c:7]1[cH:8][c:9]([F:13])[cH:10][cH:11][cH:12]1)[C:14](=[O:15])[O:16][CH2:17][c:18]1[cH:19][cH:20][cH:21][cH:22][cH:23]1)[CH3:26].[CH2:39]([OH:40])[CH2:41][CH2:42][CH3:43].[ClH:27].[OH2:44].[OH:28][c:29]1[cH:30][c:31]([CH2:32][CH2:33][NH2:34])[cH:35][cH:36][c:37]1[OH:38]>>[CH:4]1([CH2:5][N:6]([c:7]2[cH:8][c:9]([F:13])[cH:10][cH:11][cH:12]2)[C:14](=[O:15])[O:16][CH2:17][c:18]2[cH:19][cH:20][cH:21][cH:22][cH:23]2)[NH:34][CH2:33][CH2:32][c:31]2[cH:30][c:29]([OH:28])[c:37]([OH:38])[cH:36][c:35]21.[ClH:27].